From a dataset of the Open Reaction Database (ORD), a public repository of structured organic reaction records. describe an organic reaction: reactants, conditions, products, and yield Reactants: ClC1=NC=CC=C1 (2-chloropyridine), C1(=CC=CC=C1)[Mg]Cl (phenylmagnesium chloride), O (water). The reagents and catalysts are C1=CC=C(C=C1)P([C-]2C=CC=C2)C3=CC=CC=C3.C1=CC=C(C=C1)P([C-]2C=CC=C2)C3=CC=CC=C3.Cl[Pd]Cl.[Fe+2] (Pd(dppf)Cl2). Solvent: O1CCCC1 (THF), O1CCCC1 (tetrahydrofuran). Run at temperature 50 celsius. Product: C1(=CC=CC=C1)C1=NC=CC=C1 (2-phenylpyridine). The yield is 97.9%. RXN SMILES: Cl[C:2]1[CH:7]=[CH:6][CH:5]=[CH:4][N:3]=1.[C:8]1([Mg]Cl)[CH:13]=[CH:12][CH:11]=[CH:10][CH:9]=1.O>O1CCCC1.C1C=CC(P(C2C=CC=CC=2)[C-]2C=CC=C2)=CC=1.C1C=CC(P(C2C=CC=CC=2)[C-]2C=CC=C2)=CC=1.Cl[Pd]Cl.[Fe+2]>[C:8]1([C:2]2[CH:7]=[CH:6][CH:5]=[CH:4][N:3]=2)[CH:13]=[CH:12][CH:11]=[CH:10][CH:9]=1 |f:4.5.6.7|. Reported procedure: 216.5 g (3.0 mol) of tetrahydrofuran (THF), 113.5 g (1.0 mol) of 2-chloropyridine and 0.24 g of Pd(dppf)Cl2 (0.03 mol %) are placed in a flask and heated to 50° C. while stirring. 510 g of phenylmagnesium chloride solution in THF (27% strength) are slowly metered in while cooling externally so that the temperature does not exceed 50° C. The mixture is then stirred for another 90 minutes at this temperature. It is slowly hydrolyzed with 250 g of water and allowed to cool to room temperature. Afte... Starting materials: C(C)(C)(C)OC(=O)N1CCC(=CC1)C1=CC(=CC=C1)CC1=CC=CC=C1 (1-tert-butoxycarbonyl-4-((3-benzyl)phenyl)-1,2,3,6-tetrahydropyridine), [H][H] (hydrogen). Reagents/catalysts: [Pd] (palladium on carbon). Run in CCOC(=O)C (EtOAc), CO (MeOH). Yields the product C(C)(C)(C)OC(=O)N1CCC(CC1)C1=CC(=CC=C1)CC1=CC=CC=C1 (1-Tert-butoxycarbonyl-4-((3-benzyl)phenyl)-piperidine). Yield: 96.2%. RXN SMILES: [C:1]([O:5][C:6]([N:8]1[CH2:13][CH:12]=[C:11]([C:14]2[CH:19]=[CH:18][CH:17]=[C:16]([CH2:20][C:21]3[CH:26]=[CH:25][CH:24]=[CH:23][CH:22]=3)[CH:15]=2)[CH2:10][CH2:9]1)=[O:7])([CH3:4])([CH3:3])[CH3:2].[H][H]>[Pd].CCOC(C)=O.CO>[C:1]([O:5][C:6]([N:8]1[CH2:9][CH2:10][CH:11]([C:14]2[CH:19]=[CH:18][CH:17]=[C:16]([CH2:20][C:21]3[CH:22]=[CH:23][CH:24]=[CH:25][CH:26]=3)[CH:15]=2)[CH2:12][CH2:13]1)=[O:7])([CH3:4])([CH3:2])[CH3:3]. Procedure details: A mixture of 74 mg (0.21 mmol) of 1-tert-butoxycarbonyl-4-((3-benzyl)phenyl)-1,2,3,6-tetrahydropyridine (from Step D) and 6 mg of 10% palladium on carbon in 1 mL of EtOAc and 3 mL of MeOH was hydrogenated at 40 psi of hydrogen on a Parr shaker for 3 hours. The reaction was filtered and concentrated under reduced pressure to yield 71 mg (95%) of the title compound, which was used without further purification. 1H NMR (500 MHz, CDCl3) δ1.43-1.83 (m, 13H), 2.62 (m, 1H), 2.80 (m, 2H), 3.99 (s, 2H), 4...